Dataset: the Open Reaction Database (ORD), a public repository of structured organic reaction records. Task: describe an organic reaction: reactants, conditions, products, and yield Starting materials: C(C1=CC=CC=C1)OC1=C(C(=O)O)C=C(C=C1)CCOCOC (2-benzyloxy-5-(2-methoxymethoxyethyl)benzoic acid), C(=O)(N1C=NC=C1)N1C=NC=C1 (1,1′-carbonyldiimidazole), O (Water), [OH-].[NH4+] (ammonium hydroxide). Run in O1CCCC1 (tetrahydrofuran). Run at time 1 hour. The product is C(C1=CC=CC=C1)OC1=C(C(=O)N)C=C(C=C1)CCOCOC (2-benzyloxy-5-(2-methoxymethoxyethyl)benzamide). The yield is 78.0%. RXN SMILES: [CH2:1]([O:8][C:9]1[CH:17]=[CH:16][C:15]([CH2:18][CH2:19][O:20][CH2:21][O:22][CH3:23])=[CH:14][C:10]=1[C:11](O)=[O:12])[C:2]1[CH:7]=[CH:6][CH:5]=[CH:4][CH:3]=1.C(N1C=CN=C1)([N:26]1C=CN=C1)=O.[OH-].[NH4+].O>O1CCCC1>[CH2:1]([O:8][C:9]1[CH:17]=[CH:16][C:15]([CH2:18][CH2:19][O:20][CH2:21][O:22][CH3:23])=[CH:14][C:10]=1[C:11]([NH2:26])=[O:12])[C:2]1[CH:7]=[CH:6][CH:5]=[CH:4][CH:3]=1 |f:2.3|. Procedure details: To a stirred solution of 2-benzyloxy-5-(2-methoxymethoxyethyl)benzoic acid (900 mg) in tetrahydrofuran (25 ml) was added 1,1′-carbonyldiimidazole (507 mg) at room temperature, and the mixture was stirred for 1 hour. To the reaction mixture was added 28% ammonium hydroxide (3 ml), and the resulting mixture was stirred for 30 minutes at room temperature. Water was added to the reaction mixture, and the resulting mixture was extracted with ethyl acetate. The extract was washed with brine and dried ... Reactants: FC1=CC=C(C=C1)C1=CC(=NC2=CC(=CC=C12)CN1N=NC(=C1)[C@@](CC)(C(F)(F)F)O)C(C)=O ((S)-1-[4-(4-fluorophenyl)-7-({4-[1-hydroxy-1-(trifluoromethyl)propyl]-1H-1,2,3-triazol-1-yl}methyl)quinolin-2-yl]ethanone), [H-].C(C(C)C)[Al+]CC(C)C (diisobutylaluminum hydride), O.O.O.O.O.O.O.O.O.O.S(=O)(=O)([O-])[O-].[Na+].[Na+] (sodium sulfate decahydrate). The reagents and catalysts are CC(=O)C (acetone). Run in ClCCl (dichloromethane). Reaction conditions: time 30 minute. The product is FC([C@@](CC)(O)C=1N=NN(C1)CC1=CC=C2C(=CC(=NC2=C1)C(C)O)C1=CC=C(C=C1)F)(F)F ((S)-1,1,1-trifluoro-2-(1-{[4-(4-fluorophenyl)-2-(1-hydroxyethyl)quinolin-7-yl]methyl}-1H-1,2,3-triazol-4-yl)butan-2-ol). Reaction SMILES: [F:1][C:2]1[CH:7]=[CH:6][C:5]([C:8]2[C:17]3[C:12](=[CH:13][C:14]([CH2:18][N:19]4[CH:23]=[C:22]([C@:24]([OH:31])([C:27]([F:30])([F:29])[F:28])[CH2:25][CH3:26])[N:21]=[N:20]4)=[CH:15][CH:16]=3)[N:11]=[C:10]([C:32](=[O:34])[CH3:33])[CH:9]=2)=[CH:4][CH:3]=1.[H-].C([Al+]CC(C)C)C(C)C.O.O.O.O.O.O.O.O.O.O.S([O-])([O-])(=O)=O.[Na+].[Na+]>ClCCl.CC(C)=O>[F:30][C:27]([F:28])([F:29])[C@:24]([C:22]1[N:21]=[N:20][N:19]([CH2:18][C:14]2[CH:13]=[C:12]3[C:17]([C:8]([C:5]4[CH:4]=[CH:3][C:2]([F:1])=[CH:7][CH:6]=4)=[CH:9][C:10]([CH:32]([OH:34])[CH3:33])=[N:11]3)=[CH:16][CH:15]=2)[CH:23]=1)([OH:31])[CH2:25][CH3:26] |f:1.2,3.4.5.6.7.8.9.10.11.12.13.14.15|. Procedure details: To a solution of (S)-1-[4-(4-fluorophenyl)-7-({4-[1-hydroxy-1-(trifluoromethyl)propyl]-1H-1,2,3-triazol-1-yl}methyl)quinolin-2-yl]ethanone (100 mg, 0.21 mmol) in dichloromethane (5 mL) at −78° C. was added diisobutylaluminum hydride (79 μL, 0.44 mmole). The solution was stirred 20 minutes after which a few drops of acetone were added. The reaction was warmed up to rt and sodium sulfate decahydrate (205 mg, 0.63 mmol) was added. After stirring for 30 minutes the mixture was filtered on celite and... Starting materials: NC1=C(C(=O)OC)C=CC(=C1)C(=O)OC (Dimethyl 2-aminoterephthalate), ClC(Cl)(OC(OC(Cl)(Cl)Cl)=O)Cl (triphosgene). The solvent is C1(=CC=CC=C1)C (toluene). Run at time 6 hour. Yields the product COC(C1=C(C=C(C(=O)OC)C=C1)N=C=O)=O (2-isocyanato-terephthalic acid dimethyl ester). RXN SMILES: [NH2:1][C:2]1[CH:11]=[C:10]([C:12]([O:14][CH3:15])=[O:13])[CH:9]=[CH:8][C:3]=1[C:4]([O:6][CH3:7])=[O:5].Cl[C:17](Cl)([O:19]C(=O)OC(Cl)(Cl)Cl)Cl>C1(C)C=CC=CC=1>[CH3:7][O:6][C:4](=[O:5])[C:3]1[CH:8]=[CH:9][C:10]([C:12]([O:14][CH3:15])=[O:13])=[CH:11][C:2]=1[N:1]=[C:17]=[O:19]. Procedure details: Dimethyl 2-aminoterephthalate (3.0 g, 14.34 mmol) and triphosgene (5.1 g, 17.22 mmol) were dissolved in toluene. Stirring was carried out at 110° C. for 6 hours under reflux to obtain 2-isocyanato-terephthalic acid dimethyl ester. After evaporating solvent, the compound was dissolved in 1,4-dioxane and triethylamine in vacuum state. After adding cyclohexylamine (2.5 mL, 21.5 mmol), stirring was carried out at 90° C. for 60 hours under reflux. After the reaction was completed, the produced solid ...